This data is from the Open Reaction Database (ORD), a public repository of structured organic reaction records. The task is: describe an organic reaction: reactants, conditions, products, and yield Reactants: Cc1cc(N(C(=O)OC(C)(C)C)c2ccc(C#N)cc2)ccc1Br, O=C1CCC(=O)N1Br, ClC(Cl)(Cl)Cl. Yields the product CC(C)(C)OC(=O)N(c1ccc(C#N)cc1)c1ccc(Br)c(CBr)c1. Reaction SMILES: [Br:1][c:2]1[c:3]([CH3:24])[cH:4][c:5]([N:8]([C:9]([O:10][C:11]([CH3:12])([CH3:13])[CH3:14])=[O:15])[c:16]2[cH:17][cH:18][c:19]([C:22]#[N:23])[cH:20][cH:21]2)[cH:6][cH:7]1.[Br:25][N:26]1[C:27](=[O:28])[CH2:29][CH2:30][C:31]1=[O:32].[C:33]([Cl:34])([Cl:35])([Cl:36])[Cl:37]>>[Br:1][c:2]1[c:3]([CH2:24][Br:25])[cH:4][c:5]([N:8]([C:9]([O:10][C:11]([CH3:12])([CH3:13])[CH3:14])=[O:15])[c:16]2[cH:17][cH:18][c:19]([C:22]#[N:23])[cH:20][cH:21]2)[cH:6][cH:7]1.